This data is from the Open Reaction Database (ORD), a public repository of structured organic reaction records. The task is: describe an organic reaction: reactants, conditions, products, and yield Starting materials: O (water), C(CCC)N\1N(C(=C/C1=N\C(C1=C(C=CC(=C1)C(F)(F)F)F)=O)C(C)(C)C)C (N-[(3E)-2-butyl-5-tert-butyl-1-methyl-1,2-dihydro-3H-pyrazol-3-ylidene]-2-fluoro-5-(trifluoromethyl)benzamide), SCC(C)O (1-mercaptopropan-2-ol), C([O-])([O-])=O.[K+].[K+] (potassium carbonate). Run in CN(C)C=O (DMF). Product: C(CCC)N\1N(C(=C/C1=N\C(C1=C(C=CC(=C1)C(F)(F)F)SCC(C)O)=O)C(C)(C)C)C (N-[(3E)-2-butyl-5-tert-butyl-1-methyl-1,2-dihydro-3H-pyrazol-3-ylidene]-2-[(2-hydroxypropyl)thio]-5-(trifluoromethyl)benzamide). Yield: 67.9%. Reaction SMILES: [CH2:1]([N:5]1[N:6]([CH3:28])[C:7]([C:24]([CH3:27])([CH3:26])[CH3:25])=[CH:8]/[C:9]/1=[N:10]\[C:11](=[O:23])[C:12]1[CH:17]=[C:16]([C:18]([F:21])([F:20])[F:19])[CH:15]=[CH:14][C:13]=1F)[CH2:2][CH2:3][CH3:4].[SH:29][CH2:30][CH:31]([OH:33])[CH3:32].C(=O)([O-])[O-].[K+].[K+].O>CN(C=O)C>[CH2:1]([N:5]1[N:6]([CH3:28])[C:7]([C:24]([CH3:26])([CH3:27])[CH3:25])=[CH:8]/[C:9]/1=[N:10]\[C:11](=[O:23])[C:12]1[CH:17]=[C:16]([C:18]([F:21])([F:20])[F:19])[CH:15]=[CH:14][C:13]=1[S:29][CH2:30][CH:31]([OH:33])[CH3:32])[CH2:2][CH2:3][CH3:4] |f:2.3.4|. Procedure details: A mixture of Example 81C (400 mg, 1 mmol), 1-mercaptopropan-2-ol (277 mg, 3 mmol) and potassium carbonate (415 mg, 3 mmol) in DMF (10 mL) was heated at 50° C. for 16 hours. The mixture was then poured into water and extracted with ethyl acetate. The acetate layer was washed with brine, dried with MgSO4, filtered, and concentrated under reduced pressure. Purification by chromatography afforded 320 mg of the title compound. 1H NMR (300 MHz, DMSO-d6) δ ppm 0.91 (t, J=7.3 Hz, 3H), 1.15-1.24 (m, 3H),... Reactants: CC1(C)C2CCC1(CS(=O)(=O)O)C(=O)C2, COCCN1CCc2cc(N)c(OC)cc2CC1, CC(C)O, CCN(C1CCCCC1Nc1nc(Cl)ncc1Cl)S(C)(=O)=O. The product is CCN(C1CCCCC1Nc1nc(Nc2cc3c(cc2OC)CCN(CCOC)CC3)ncc1Cl)S(C)(=O)=O. Reaction SMILES: [C:41]12([CH2:42][S:43]([OH:44])(=[O:45])=[O:46])[C:47]([CH3:48])([CH3:49])[CH:50]([CH2:51][CH2:52]1)[CH2:53][C:54]2=[O:55].[CH3:23][O:24][c:25]1[c:26]([NH2:40])[cH:27][c:28]2[c:29]([cH:39]1)[CH2:30][CH2:31][N:32]([CH2:35][CH2:36][O:37][CH3:38])[CH2:33][CH2:34]2.[CH:56]([OH:57])([CH3:58])[CH3:59].[Cl:1][c:2]1[n:3][cH:4][c:5]([Cl:22])[c:6]([NH:8][CH:9]2[CH:10]([N:15]([S:16](=[O:17])(=[O:18])[CH3:19])[CH2:20][CH3:21])[CH2:11][CH2:12][CH2:13][CH2:14]2)[n:7]1>>[c:2]1([NH:40][c:26]2[c:25]([O:24][CH3:23])[cH:39][c:29]3[c:28]([cH:27]2)[CH2:34][CH2:33][N:32]([CH2:35][CH2:36][O:37][CH3:38])[CH2:31][CH2:30]3)[n:3][cH:4][c:5]([Cl:22])[c:6]([NH:8][CH:9]2[CH:10]([N:15]([S:16](=[O:17])(=[O:18])[CH3:19])[CH2:20][CH3:21])[CH2:11][CH2:12][CH2:13][CH2:14]2)[n:7]1. Procedure: 11.0 Parts of resorcinol, 12.2 parts of 2-hexanoylamino-6-hydroxy-6-methyl-heptane and 0.5 parts of p-toluene sulphonic acid are sealed for 4 days in a glass Carius tube. The reaction mixture is then poured into 500 parts of water and stirred for 30 minutes on a steam-bath. After removing the water by decantation, the above washing procedure is repeated twice again before taking up the residual oil in ether. The ether solution is then dried and stripped down under reduced pressure (16 mb) on a r... Product: C(CCCCC)(=O)NC(C)CCCC(C)(C)C1=C(C=C(C=C1)O)O (2-hexanoylamino-6-(2,4-dihydroxyphenyl)-6-methylheptane). Run in O (water). Starting materials: C1(O)=CC(O)=CC=C1 (resorcinol), C(CCCCC)(=O)NC(C)CCCC(C)(C)O (2-hexanoylamino-6-hydroxy-6-methyl-heptane), C1(=CC=C(C=C1)S(=O)(=O)O)C (p-toluene sulphonic acid). Reaction SMILES: [C:1]1([CH:8]=[CH:7][CH:6]=[C:4]([OH:5])[CH:3]=1)[OH:2].[C:9]([NH:16][CH:17]([CH2:19][CH2:20][CH2:21][C:22](O)([CH3:24])[CH3:23])[CH3:18])(=[O:15])[CH2:10][CH2:11][CH2:12][CH2:13][CH3:14].C1(C)C=CC(S(O)(=O)=O)=CC=1>O>[C:9]([NH:16][CH:17]([CH2:19][CH2:20][CH2:21][C:22]([C:6]1[CH:7]=[CH:8][C:1]([OH:2])=[CH:3][C:4]=1[OH:5])([CH3:23])[CH3:24])[CH3:18])(=[O:15])[CH2:10][CH2:11][CH2:12][CH2:13][CH3:14]. Reaction conditions: time 30 minute.